This data is from the Open Reaction Database (ORD), a public repository of structured organic reaction records. The task is: describe an organic reaction: reactants, conditions, products, and yield The reactants are COC(=O)Cc1ccc(C#Cc2ccc3c(c2)C(C)(C)CCC3=O)cc1F, CO, CCCCCC, CCOC(C)=O, [Li+], [OH-], O, O. Product: CC1(C)CCC(=O)c2ccc(C#Cc3ccc(CC(=O)O)c(F)c3)cc21. As a reaction SMILES: [CH3:1][O:2][C:3]([CH2:4][c:5]1[c:6]([F:26])[cH:7][c:8]([C:11]#[C:12][c:13]2[cH:14][c:15]3[c:20]([cH:21][cH:22]2)[C:19](=[O:23])[CH2:18][CH2:17][C:16]3([CH3:24])[CH3:25])[cH:9][cH:10]1)=[O:27].[CH3:28][OH:29].[CH3:34][CH2:35][CH2:36][CH2:37][CH2:38][CH3:39].[CH3:40][CH2:41][O:42][C:43](=[O:44])[CH3:45].[Li+:33].[OH-:32].[OH2:30].[OH2:31]>>[O:2]=[C:3]([CH2:4][c:5]1[c:6]([F:26])[cH:7][c:8]([C:11]#[C:12][c:13]2[cH:14][c:15]3[c:20]([cH:21][cH:22]2)[C:19](=[O:23])[CH2:18][CH2:17][C:16]3([CH3:24])[CH3:25])[cH:9][cH:10]1)[OH:27]. The reactants are C(C)(=O)OCC=C(C)C (prenyl acetate), CC(=CC=O)C (3,3-dimethylacrolein), C(C1=CC=CC=C1)(=O)O (benzoic acid). The product is CC(C)=CCCC(C)=CC=O (citral). The yield is 48.0%. As a reaction SMILES: C([O:4][CH2:5][CH:6]=[C:7]([CH3:9])[CH3:8])(=O)C.[CH3:10][C:11]([CH3:15])=[CH:12][CH:13]=O.C(O)(=O)C1C=CC=CC=1>>[CH3:10][C:11](=[CH:12][CH2:13][CH2:9][C:7](=[CH:6][CH:5]=[O:4])[CH3:8])[CH3:15]. Procedure details: 60 parts of prenyl acetate, 40 parts of 3,3-dimethylacrolein and 2 parts of benzoic acid are heated together for 5 hours 30 minutes at 140° C and the product is worked up. 11.1 parts of citral is obtained having a boiling point of 104° C at 12 mm in a yield of 48% at a conversion of 32% (based on 3,3-dimethylacrolein). The reactants are COC1=C(C=C(CBr)C=C1)OCCCOC (4-methoxy-3-(3-methoxypropoxy)-benzyl bromide), C(C1=CC=CC=C1)[C@H]1N(C(OC1)=O)C(CC(C)C)=O (4(R)-benzyl-3-isovaleroyl-oxazolidin-2-one), C[Si]([N-][Si](C)(C)C)(C)C.[Li+] (lithium hexamethyldisilazide). Solvent: O1CCCC1 (tetrahydrofuran), O1CCCC1 (tetrahydrofuran), O1CCCC1 (tetrahydrofuran), O1CCCC1 (tetrahydrofuran). Conditions: temperature -70 celsius, time 75 minute. Product: C(C1=CC=CC=C1)[C@H]1N(C(OC1)=O)C([C@@H](C(C)C)CC1=CC(=C(C=C1)OC)OCCCOC)=O (4(R)-Benzyl-3-{2(R)-[4-methoxy-3-(3-methoxypropoxy)-benzyl]-3-methyl-butyryl}-oxazolidin-2-one), solid. RXN SMILES: [CH2:1]([C@@H:8]1[CH2:12][O:11][C:10](=[O:13])[N:9]1[C:14](=[O:19])[CH2:15][CH:16]([CH3:18])[CH3:17])[C:2]1[CH:7]=[CH:6][CH:5]=[CH:4][CH:3]=1.C[Si](C)(C)[N-][Si](C)(C)C.[Li+].[CH3:30][O:31][C:32]1[CH:39]=[CH:38][C:35]([CH2:36]Br)=[CH:34][C:33]=1[O:40][CH2:41][CH2:42][CH2:43][O:44][CH3:45]>O1CCCC1>[CH2:1]([C@@H:8]1[CH2:12][O:11][C:10](=[O:13])[N:9]1[C:14](=[O:19])[C@H:15]([CH2:36][C:35]1[CH:38]=[CH:39][C:32]([O:31][CH3:30])=[C:33]([O:40][CH2:41][CH2:42][CH2:43][O:44][CH3:45])[CH:34]=1)[CH:16]([CH3:17])[CH3:18])[C:2]1[CH:3]=[CH:4][CH:5]=[CH:6][CH:7]=1 |f:1.2|. Procedure: Under an inert atmosphere at -70° C. a solution of 4(R)-benzyl-3-isovaleroyl-oxazolidin-2-one (156.6 g) in tetrahydrofuran (500 ml) is added to a 1M lithium hexamethyldisilazide solution in tetrahydrofuran (600 ml, 0.60 mol) which has been diluted with anhydrous tetrahydrofuran (600 ml), and the batch is stirred for a further 75 minutes at -70° C. A solution of 4-methoxy-3-(3-methoxypropoxy)-benzyl bromide (145 g) in tetrahydrofuran (500 ml) is then added. The reaction temperature is allowed to ... Starting materials: OC1=CC=C2CCC(NC2=C1)=O (7-hydroxy-3,4-dihydroquinolin-2(1H)-one), C(=O)([O-])[O-].[Cs+].[Cs+] (Cs2CO3), BrC=1C=C(CN2CCN(CC2)C2=C(C(=CC=C2)Cl)Cl)C=CC1 (1-(3-bromobenzyl)-4-(2,3-dichlorophenyl)piperazine), CC(C)(C)C(=O)CC(=O)C(C)(C)C (TMHD). Reagents/catalysts: Cl[Cu] (CuCl). The solvent is CN1CCCC1=O (NMP). Reaction conditions: temperature 120 celsius. Yields the product ClC1=C(C=CC=C1Cl)N1CCN(CC1)CC=1C=C(OC2=CC=C3CCC(NC3=C2)=O)C=CC1 (7-(3-((4-(2,3-dichlorophenyl)piperazin-1-yl)methyl)phenoxy)-3,4-dihydro quinolin-2(1H)-one). The yield is 38.0%. Reaction SMILES: [OH:1][C:2]1[CH:11]=[C:10]2[C:5]([CH2:6][CH2:7][C:8](=[O:12])[NH:9]2)=[CH:4][CH:3]=1.C([O-])([O-])=O.[Cs+].[Cs+].Br[C:20]1[CH:21]=[C:22]([CH:38]=[CH:39][CH:40]=1)[CH2:23][N:24]1[CH2:29][CH2:28][N:27]([C:30]2[CH:35]=[CH:34][CH:33]=[C:32]([Cl:36])[C:31]=2[Cl:37])[CH2:26][CH2:25]1.CC(C(CC(C(C)(C)C)=O)=O)(C)C>CN1C(=O)CCC1.Cl[Cu]>[Cl:37][C:31]1[C:32]([Cl:36])=[CH:33][CH:34]=[CH:35][C:30]=1[N:27]1[CH2:26][CH2:25][N:24]([CH2:23][C:22]2[CH:21]=[C:20]([CH:40]=[CH:39][CH:38]=2)[O:1][C:2]2[CH:11]=[C:10]3[C:5]([CH2:6][CH2:7][C:8](=[O:12])[NH:9]3)=[CH:4][CH:3]=2)[CH2:29][CH2:28]1 |f:1.2.3|. Procedure: To a solution of 7-hydroxy-3,4-dihydroquinolin-2(1H)-one (196 mg, 1.2 mmol in NMP was added Cs2CO3 (391 mg, 1.2 mmol). The slurry was degassed by evacuating and filling the reaction flask with N2 three times. Intermediate 53 (240 mg, 0.6 mmol) and TMHD (11 mg, 0.06 mmol) were added followed by the addition of CuCl (60 mg, 0.6 mmol). The reaction mixture was degassed by evacuating and filling the reaction flask with N2 three times, and then warmed to 120° C. under N2 for 7.5 h. The reaction mixtu... Reactants: C=1C=CC(=CC1)P(C=2C=CC=CC2)C3=CC=C4C=CC=CC4=C3C5=C6C=CC=CC6=CC=C5P(C=7C=CC=CC7)C=8C=CC=CC8 (BINAP), ClC1=NC=C(C(=N1)NC=1C=C(C(=O)NC)C=CC1)F (3-((2-chloro-5-fluoropyrimidin-4-yl)amino)-N-methylbenzamide), FC1=CC=C(OC2CNC2)C=C1 (3-(4-fluorophenoxy)azetidine), C([O-])([O-])=O.[Cs+].[Cs+] (cesium carbonate). The reagents and catalysts are C=1C=CC(=CC1)/C=C/C(=O)/C=C/C2=CC=CC=C2.C=1C=CC(=CC1)/C=C/C(=O)/C=C/C2=CC=CC=C2.C=1C=CC(=CC1)/C=C/C(=O)/C=C/C2=CC=CC=C2.[Pd].[Pd] (Pd2(dba)3). Run in CC(=O)N(C)C (DMA). Conditions: temperature 100 celsius. The product is FC=1C(=NC(=NC1)N1CC(C1)OC1=CC=C(C=C1)F)NC=1C=C(C(=O)NC)C=CC1 (3-((5-fluoro-2-(3-(4-fluorophenoxy)azetidin-1-yl)pyrimidin-4-yl)amino)-N-methylbenzamide). Isolated yield 13.2%. Reaction SMILES: Cl[C:2]1[N:7]=[C:6]([NH:8][C:9]2[CH:10]=[C:11]([CH:16]=[CH:17][CH:18]=2)[C:12]([NH:14][CH3:15])=[O:13])[C:5]([F:19])=[CH:4][N:3]=1.[F:20][C:21]1[CH:31]=[CH:30][C:24]([O:25][CH:26]2[CH2:29][NH:28][CH2:27]2)=[CH:23][CH:22]=1.C(=O)([O-])[O-].[Cs+].[Cs+].C1C=CC(P(C2C(C3C(P(C4C=CC=CC=4)C4C=CC=CC=4)=CC=C4C=3C=CC=C4)=C3C(C=CC=C3)=CC=2)C2C=CC=CC=2)=CC=1>CC(N(C)C)=O.C1C=CC(/C=C/C(/C=C/C2C=CC=CC=2)=O)=CC=1.C1C=CC(/C=C/C(/C=C/C2C=CC=CC=2)=O)=CC=1.C1C=CC(/C=C/C(/C=C/C2C=CC=CC=2)=O)=CC=1.[Pd].[Pd]>[F:19][C:5]1[C:6]([NH:8][C:9]2[CH:10]=[C:11]([CH:16]=[CH:17][CH:18]=2)[C:12]([NH:14][CH3:15])=[O:13])=[N:7][C:2]([N:28]2[CH2:29][CH:26]([O:25][C:24]3[CH:23]=[CH:22][C:21]([F:20])=[CH:31][CH:30]=3)[CH2:27]2)=[N:3][CH:4]=1 |f:2.3.4,7.8.9.10.11|. Procedure: To a solution of 3-((2-chloro-5-fluoropyrimidin-4-yl)amino)-N-methylbenzamide (500 mg, 1.78 mmoL) and 3-(4-fluorophenoxy)azetidine (298 mg, 1.78 mmol) in DMA (6 mL, 3 mL/mmoL) was added cesium carbonate (580 mg, 2.67 mmol) and the reaction was degassed for 15 min. Pd2(dba)3 (80 mg, 0.089 mmol) and BINAP (55 mg, 0.089 mmol) and the reaction was allowed to heat at 100° C. in the microwave. The reaction was quenched with water and extracted with EtOAc (2×25 mL). The organic extracts were washed wit... Starting materials: IC1=CC=C(C=C1)C1=NC(=NO1)C (5-(4-iodophenyl)-3-methyl-[1,2,4]oxadiazole), CC1=C(C=C(C=C1)NC(=O)C1=COC=C1)B1OC(C(O1)(C)C)(C)C (N-[4-methyl-3-(4,4,5,5,-tetramethyl-[1,3,2]dioxaborolan-2-yl)-phenyl]-3-furamide), IC1=CC=C(C=C1)C1=NC(=NO1)C (5-(4-iodophenyl)-3-methyl-[1,2,4]oxadiazole), CC1=C(C=C(C=C1)NC(=O)C1=COC=C1)B1OC(C(O1)(C)C)(C)C (N-[4-methyl-3-(4,4,5,5,-tetramethyl-[1,3,2]dioxaborolan-2-yl)-phenyl]-3-furamide). The solvent is CN(C)C=O (DMF). The product is CC1=CC=C(C=C1C1=CC=C(C=C1)C1=NC(=NO1)C)NC(=O)C1=COC=C1 (Furan-3-carboxylic acid[6-methyl-4′-(3-methyl-[1,2,4]oxadiazol-5-yl)-biphenyl-3-yl]-amide). Reaction SMILES: I[C:2]1[CH:7]=[CH:6][C:5]([C:8]2[O:12][N:11]=[C:10]([CH3:13])[N:9]=2)=[CH:4][CH:3]=1.[CH3:14][C:15]1[CH:20]=[CH:19][C:18]([NH:21][C:22]([C:24]2[CH:28]=[CH:27][O:26][CH:25]=2)=[O:23])=[CH:17][C:16]=1B1OC(C)(C)C(C)(C)O1>CN(C=O)C>[CH3:14][C:15]1[C:16]([C:2]2[CH:7]=[CH:6][C:5]([C:8]3[O:12][N:11]=[C:10]([CH3:13])[N:9]=3)=[CH:4][CH:3]=2)=[CH:17][C:18]([NH:21][C:22]([C:24]2[CH:28]=[CH:27][O:26][CH:25]=2)=[O:23])=[CH:19][CH:20]=1. Procedure details: Example 25 was prepared using 5-(4-iodophenyl)-3-methyl-[1,2,4]oxadiazole (Intermediate 12) and N-[4-methyl-3-(4,4,5,5,-tetramethyl-[1,3,2]dioxaborolan-2-yl)-phenyl]-3-furamide (Intermediate 25) using DMF as the solvent. Starting materials: CC1=CC=C(C=C1)CN1N=C(N(C1=O)C)CCCC1=CC=C(OC(C(=O)OCC)(C)C)C=C1 (2-(4-{3-[1-(4-Methylphenylmethyl)-4-methyl-5-oxo-4,5-dihydro-1H-[1,2,4]triazol-3-yl]-propyl}phenoxy)-2-methyl-propionic acid, ethyl ester), [OH-].[Na+] (NaOH). Solvent: C1(=CC=CC=C1)C (toluene). Conditions: time 5 hour. The product is CC1=CC=C(C=C1)CN1NC(=NC1=O)CCCC1=CC=C(OC(C(=O)O)(C)C)C=C1 (2-[4-[3-[2,5-dihydro-1-[(4-Methylphenyl)methyl]-5-oxo-1H-1,2,4-triazol-3-yl]propyl]phenoxy]-2-methyl-propanoic Acid). Yield: 95.3%. As a reaction SMILES: [CH3:1][C:2]1[CH:7]=[CH:6][C:5]([CH2:8][N:9]2[C:13](=[O:14])[N:12](C)[C:11]([CH2:16][CH2:17][CH2:18][C:19]3[CH:33]=[CH:32][C:22]([O:23][C:24]([CH3:31])([CH3:30])[C:25]([O:27]CC)=[O:26])=[CH:21][CH:20]=3)=[N:10]2)=[CH:4][CH:3]=1.[OH-].[Na+]>C1(C)C=CC=CC=1>[CH3:1][C:2]1[CH:3]=[CH:4][C:5]([CH2:8][N:9]2[C:13](=[O:14])[N:12]=[C:11]([CH2:16][CH2:17][CH2:18][C:19]3[CH:20]=[CH:21][C:22]([O:23][C:24]([CH3:31])([CH3:30])[C:25]([OH:27])=[O:26])=[CH:32][CH:33]=3)[NH:10]2)=[CH:6][CH:7]=1 |f:1.2|. Procedure details: A 4-neck flask was equipped with overhead stirring apparatus and thermometer probe. The flask was charged with 2-(4-{3-[1-(4-Methylphenylmethyl)-4-methyl-5-oxo-4,5-dihydro-1H-[1,2,4]triazol-3-yl]-propyl}phenoxy)-2-methyl-propionic acid, ethyl ester (800 g, 1.828 moles), and toluene (4000 mL) followed by 1N NaOH (4023 mL, 2.194 mol, 1.2 eq). The resulting mixture was stirred at ambient temperature for 5 h. The mixture was transferred to a 22-L bottom outlet flask and layers separated. The aqueous... Reactants: Solution A, C[Si](C)(C)CC(=O)N (Trimethylsilylacetamide), CC(=O)OCC1=C(N2[C@@H]([C@@H](C2=O)N)SC1)C(=O)O (7-aminocephalosporanic acid), Solution A, FC(C(=O)NC=1SC(=C(N1)C(C(=O)O)=NOCC#C)Cl)(F)F (2-[2-(2,2,2-Trifluoroacetamido)-5-chlorothiazol-4-yl]-2-propargyloxyiminoacetic acid), C[N+](=CCl)C.[Cl-] (Vilsmeier reagent), P(=O)(Cl)(Cl)Cl (phosphorus oxychloride). Solvent: C(C)(=O)OCC (ethyl acetate), O (Water), O1CCCC1 (tetrahydrofuran), O1CCCC1 (tetrahydrofuran), C(C)(=O)OCC (ethyl acetate), CN(C=O)C (N,N-dimethylformamide). Run at time 30 minute. The product is C[N+](=CCl)C.[Cl-] (Vilsmeier reagent), CC(=O)OCC1=C(N2[C@@H](CC2=O)SC1)C(=O)O (cephalosporanic acid). As a reaction SMILES: P(Cl)(Cl)([Cl:3])=O.FC(F)(F)C(NC1SC(Cl)=C(C(=NOCC#C)C(O)=O)N=1)=O.[CH3:28][N+:29]([CH3:32])=[CH:30][Cl:31].[Cl-].C[Si](CC(N)=O)(C)C.[CH3:42][C:43]([O:45][CH2:46][C:47]1[CH2:56][S:55][C@@H:50]2[C@H:51](N)[C:52](=[O:53])[N:49]2[C:48]=1[C:57]([OH:59])=[O:58])=[O:44]>C(OCC)(=O)C.O1CCCC1.O.CN(C)C=O>[CH3:28][N+:29]([CH3:32])=[CH:30][Cl:31].[Cl-:3].[CH3:42][C:43]([O:45][CH2:46][C:47]1[CH2:56][S:55][C@@H:50]2[CH2:51][C:52](=[O:53])[N:49]2[C:48]=1[C:57]([OH:59])=[O:58])=[O:44] |f:2.3,10.11|. Procedure details: Vilsmeier reagent was prepared from phosphorus oxychloride (1.1 g) and N,N-dimethylformamide (0.5 g) in ethyl acetate (2.0 ml) in a conventional manner. 2-[2-(2,2,2-Trifluoroacetamido)-5-chlorothiazol-4-yl]-2-propargyloxyiminoacetic acid (syn isomer, 2.2 g) was added to the stirred suspension of Vilsmeier reagent in tetrahydrofuran (22 ml) under ice cooling and stirred for 20 minutes at same temperature [Solution A]. Trimethylsilylacetamide (5.1 g) was added to the stirred suspension of 7-aminoc... Starting materials: C1(CC1)C1=CN=CC(=N1)C=1C=C2C(=NNC2=CC1)I (5-(6-cyclopropylpyrazin-2-yl)-3-iodo-1H-indazole), O1CCCC=C1 (3,4-dihydro-2 h-pyran), O.C1(=CC=C(C=C1)S(=O)(=O)O)C (p-toluenesulfonic acid monohydrate). The solvent is C1CCOC1 (THF). The product is C1(CC1)C1=CN=CC(=N1)C=1C=C2C(=NN(C2=CC1)C1OCCCC1)I (5-(6-cyclopropylpyrazin-2-yl)-3-iodo-1-(tetrahydro-2H-pyran-2-yl)-1H-indazole). The yield is 58.5%. As a reaction SMILES: [CH:1]1([C:4]2[N:9]=[C:8]([C:10]3[CH:11]=[C:12]4[C:16](=[CH:17][CH:18]=3)[NH:15][N:14]=[C:13]4[I:19])[CH:7]=[N:6][CH:5]=2)[CH2:3][CH2:2]1.[O:20]1[CH:25]=[CH:24][CH2:23][CH2:22][CH2:21]1.O.C1(C)C=CC(S(O)(=O)=O)=CC=1>C1COCC1>[CH:1]1([C:4]2[N:9]=[C:8]([C:10]3[CH:11]=[C:12]4[C:16](=[CH:17][CH:18]=3)[N:15]([CH:21]3[CH2:22][CH2:23][CH2:24][CH2:25][O:20]3)[N:14]=[C:13]4[I:19])[CH:7]=[N:6][CH:5]=2)[CH2:3][CH2:2]1 |f:2.3|. Reported procedure: A mixture of 5-(6-cyclopropylpyrazin-2-yl)-3-iodo-1H-indazole (192 mg, 0.53 mmol), 3,4-dihydro-2 h-pyran (96 μL, 1.06 mmol) and p-toluenesulfonic acid monohydrate (20 mg, 0.106 mmol) in THF (3 mL) was heated at reflux overnight (9 h). After cooling to RT, the mixture was concentrated to about 1 mL. The mixture was diluted with EtOAc and saturated NaHCO3 (aq.) and the layers were separated. The aqueous layer was extracted with EtOAc (3×). The combined organic layers were dried over anhydrous Na2S...